From a dataset of the Open Reaction Database (ORD), a public repository of structured organic reaction records. describe an organic reaction: reactants, conditions, products, and yield As a reaction SMILES: [BrH:18].[CH3:1][O:2][c:3]1[c:4]2[cH:5][cH:6][cH:7][c:8]([N:13]3[CH2:14][CH2:15][CH2:16][CH2:17]3)[c:9]2[cH:10][cH:11][cH:12]1.[CH3:20][C:21](=[O:22])[OH:23].[OH2:19]>>[OH:2][c:3]1[c:4]2[cH:5][cH:6][cH:7][c:8]([N:13]3[CH2:14][CH2:15][CH2:16][CH2:17]3)[c:9]2[cH:10][cH:11][cH:12]1. Reactants: Br, COc1cccc2c(N3CCCC3)cccc12, CC(=O)O, O. Yields the product Oc1cccc2c(N3CCCC3)cccc12. Reactants: COC(=O)c1cccc(-c2cnc(C(CCCCCCc3ccccc3)O[Si](C)(C)C(C)(C)C)o2)n1, CCOC(C)=O. The product is COC(=O)c1cccc(-c2cnc(C(=O)CCCCCCc3ccccc3)o2)n1. RXN SMILES: [C:1]([Si:2]([CH3:3])([CH3:4])[O:6][CH:7]([CH2:8][CH2:9][CH2:10][CH2:11][CH2:12][CH2:13][c:14]1[cH:15][cH:16][cH:17][cH:18][cH:19]1)[c:20]1[o:21][c:22](-[c:25]2[cH:26][cH:27][cH:28][c:29]([C:31](=[O:32])[O:33][CH3:34])[n:30]2)[cH:23][n:24]1)([CH3:5])([CH3:35])[CH3:36].[CH3:37][CH2:38][O:39][C:40]([CH3:41])=[O:42]>>[O:6]=[C:7]([CH2:8][CH2:9][CH2:10][CH2:11][CH2:12][CH2:13][c:14]1[cH:15][cH:16][cH:17][cH:18][cH:19]1)[c:20]1[o:21][c:22](-[c:25]2[cH:26][cH:27][cH:28][c:29]([C:31](=[O:32])[O:33][CH3:34])[n:30]2)[cH:23][n:24]1. The reactants are CCOC(=O)OCC, O=C1CCCCCCCCCCC1. Yields the product CCOC(=O)C1CCCCCCCCCCC1=O. As a reaction SMILES: [C:14]([O:15][CH2:16][CH3:17])([O:18][CH2:20][CH3:21])=[O:19].[C:1]1(=[O:13])[CH2:2][CH2:3][CH2:4][CH2:5][CH2:6][CH2:7][CH2:8][CH2:9][CH2:10][CH2:11][CH2:12]1>>[C:1]1(=[O:13])[CH:2]([C:14]([O:15][CH2:16][CH3:17])=[O:18])[CH2:3][CH2:4][CH2:5][CH2:6][CH2:7][CH2:8][CH2:9][CH2:10][CH2:11][CH2:12]1. Starting materials: ClC1=CC2=C(OC3=C(C(C2)N2CCNCC2)C=CC=C3)C=C1 (1-[2-chloro-10,11-dihydro-dibenz[b,f]oxepin-10-yl]-piperazine), [I-].[Na+] (sodium iodide), ClCCN1C(OCC1)=O (3-(2-chloro-ethyl)-2-oxazolidinone), C([O-])([O-])=O.[Na+].[Na+] (sodium carbonate). Run in C(CCC)O (butanol). Yields the product ClC1=CC2=C(OC3=C(C(C2)N2CCN(CC2)CCN2C(OCC2)=O)C=CC=C3)C=C1 (3-[2-{4-[2-chloro-10,11-dihydro-dibenz[b,f]oxepin-10-yl]-1-piperazinyl}-ethyl]-2-oxazolidinone). Reaction SMILES: [Cl:1][C:2]1[CH:22]=[CH:21][C:5]2[O:6][C:7]3[CH:20]=[CH:19][CH:18]=[CH:17][C:8]=3[CH:9]([N:11]3[CH2:16][CH2:15][NH:14][CH2:13][CH2:12]3)[CH2:10][C:4]=2[CH:3]=1.Cl[CH2:24][CH2:25][N:26]1[CH2:30][CH2:29][O:28][C:27]1=[O:31].C(=O)([O-])[O-].[Na+].[Na+].[I-].[Na+]>C(O)CCC>[Cl:1][C:2]1[CH:22]=[CH:21][C:5]2[O:6][C:7]3[CH:20]=[CH:19][CH:18]=[CH:17][C:8]=3[CH:9]([N:11]3[CH2:12][CH2:13][N:14]([CH2:24][CH2:25][N:26]4[CH2:30][CH2:29][O:28][C:27]4=[O:31])[CH2:15][CH2:16]3)[CH2:10][C:4]=2[CH:3]=1 |f:2.3.4,5.6|. Procedure details: 8.5 G. of 1-[2-chloro-10,11-dihydro-dibenz[b,f]oxepin-10-yl]-piperazine are stirred at reflux for 4 hours together with 8.1 g. of 3-(2-chloro-ethyl)-2-oxazolidinone, 2.95 g. of sodium carbonate and 0.4 g. of sodium iodide in 50 ml. of butanol. Then, the solvent is evaporated under reduced pressure and the residue partitioned between water and chloroform. The organic phase is washed with water, dried over sodium sulfate and evaporated under reduced pressure. The residue is recrystallized from met... Product: CC(=O)OCCNC(=O)OC(C)(C)C. The reactants are CC(C)(C)OC(=O)NCCO, CC(=O)Cl, ClCCl. RXN SMILES: [C:1](=[O:2])([O:3][C:4]([CH3:5])([CH3:6])[CH3:7])[NH:8][CH2:9][CH2:10][OH:11].[CH3:12][C:13]([Cl:14])=[O:15].[Cl:16][CH2:17][Cl:18]>>[C:1](=[O:2])([O:3][C:4]([CH3:5])([CH3:6])[CH3:7])[NH:8][CH2:9][CH2:10][O:11][C:13]([CH3:12])=[O:15]. Reactants: ClC1=C(C=CC(=C1)I)NC1=C(C(=O)O)C=CN=C1 (3-[(2-chloro-4-iodophenyl)amino]isonicotinic acid), ClC1=C(C=CC(=C1)I)NC1=C(C(=O)O)C=CN=C1 (3-[(2-chloro-4-iodophenyl)amino]isonicotinic acid), CON (O-methyl-hydroxylamine). The product is CONC(C1=C(C=NC=C1)NC1=C(C=C(C=C1)I)Cl)=O (N-methoxy-3-(2-chloro-4-iodo-phenylamino)-isonicotinamide). As a reaction SMILES: [Cl:1][C:2]1[CH:7]=[C:6]([I:8])[CH:5]=[CH:4][C:3]=1[NH:9][C:10]1[CH:18]=[N:17][CH:16]=[CH:15][C:11]=1[C:12](O)=[O:13].[CH3:19][O:20][NH2:21]>>[CH3:19][O:20][NH:21][C:12](=[O:13])[C:11]1[CH:15]=[CH:16][N:17]=[CH:18][C:10]=1[NH:9][C:3]1[CH:4]=[CH:5][C:6]([I:8])=[CH:7][C:2]=1[Cl:1]. Reported procedure: N-methoxy-3-(2-chloro-4-iodo-phenylamino)-isonicotinamide was synthesized according to the procedure for General Method 1, outlined above, starting with 0.30 mmol of 3-[(2-chloro-4-iodophenyl)amino]isonicotinic acid (intermediate 2) and 0.42 mmol of O-methyl-hydroxylamine. LC/MS [8.75 min; 404 (M+1)] Reactants: C(C)(C)(C)OC(=O)N1C[C@H]2CC(=C([C@@H](C1)N2C(=O)OC(C)(C)C)C(=O)O)C2=CC=C(C=C2)CCOC2=C(C=C(C=C2Cl)C)Cl ((rac.)-(1R*,5S*)-7-{4-[2-(2,6-dichloro-4-methyl-phenoxy)-ethyl]-phenyl}-3,9-diaza-bicyclo[3.3.1]non-6-ene-3,6,9-tricarboxylic acid 3,9-di-tert-butyl ester), ClC1=C(CNC2CC2)C=C(C=C1)CCOC (N-[2-chloro-5-(2-methoxyethyl)benzyl]cyclopropanamine). Product: ClC1=C(CN(C(=O)C=2[C@H]3CNC[C@@H](CC2C2=CC=C(C=C2)CCOC2=C(C=C(C=C2Cl)C)Cl)N3)C3CC3)C=C(C=C1)CCOC ((rac.)-(1R*,5S*)-6-{[2-Chloro-5-(2-methoxy-ethyl)-benzyl]-cyclopropyl-carbamoyl}-7-{4-[2-(2,6-dichloro-4-methyl-phenoxy)-ethyl]-phenyl}-3,9-diaza-bicyclo[3.3.1]non-6-ene). As a reaction SMILES: C(OC([N:8]1[CH2:15][C@H:14]2[N:16](C(OC(C)(C)C)=O)[C@H:10]([CH2:11][C:12]([C:27]3[CH:32]=[CH:31][C:30]([CH2:33][CH2:34][O:35][C:36]4[C:41]([Cl:42])=[CH:40][C:39]([CH3:43])=[CH:38][C:37]=4[Cl:44])=[CH:29][CH:28]=3)=[C:13]2[C:24](O)=[O:25])[CH2:9]1)=O)(C)(C)C.[Cl:45][C:46]1[CH:56]=[CH:55][C:54]([CH2:57][CH2:58][O:59][CH3:60])=[CH:53][C:47]=1[CH2:48][NH:49][CH:50]1[CH2:52][CH2:51]1>>[Cl:45][C:46]1[CH:56]=[CH:55][C:54]([CH2:57][CH2:58][O:59][CH3:60])=[CH:53][C:47]=1[CH2:48][N:49]([CH:50]1[CH2:51][CH2:52]1)[C:24]([C:13]1[C@@H:14]2[NH:16][C@H:10]([CH2:11][C:12]=1[C:27]1[CH:32]=[CH:31][C:30]([CH2:33][CH2:34][O:35][C:36]3[C:41]([Cl:42])=[CH:40][C:39]([CH3:43])=[CH:38][C:37]=3[Cl:44])=[CH:29][CH:28]=1)[CH2:9][NH:8][CH2:15]2)=[O:25]. Procedure: From (rac.)-(1R*,5S*)-7-{4-[2-(2,6-dichloro-4-methyl-phenoxy)-ethyl]-phenyl}-3,9-diaza-bicyclo[3.3.1]non-6-ene-3,6,9-tricarboxylic acid 3,9-di-tert-butyl ester, as for compound L1, but using N-[2-chloro-5-(2-methoxyethyl)benzyl]cyclopropanamine instead of N-[2-chloro-5-(3-methoxypropyl)benzyl]cyclopropanamine, then as for Example 1, the desired compound was obtained. MS (M+1) ESI 668. The reactants are [K+], [K+], Nc1c(Nc2cccnc2)c(=O)c1=O, O=C([O-])[O-], CC(C)(C)CC(NC(=O)c1cccc(Cl)c1)n1nnc2ccccc21. Product: CC(C)(C)CC(NC(=O)c1cccc(Cl)c1)Nc1c(Nc2cccnc2)c(=O)c1=O. Reaction SMILES: [K+:40].[K+:41].[NH2:1][c:2]1[c:3](=[O:14])[c:4](=[O:13])[c:5]1[NH:6][c:7]1[cH:8][n:9][cH:10][cH:11][cH:12]1.[O-:42][C:43]([O-:44])=[O:45].[n:15]1([CH:24]([CH2:25][C:26]([CH3:27])([CH3:28])[CH3:29])[NH:30][C:31]([c:32]2[cH:33][c:34]([Cl:38])[cH:35][cH:36][cH:37]2)=[O:39])[c:16]2[cH:17][cH:18][cH:19][cH:20][c:21]2[n:22][n:23]1>>[NH:1]([c:2]1[c:3](=[O:14])[c:4](=[O:13])[c:5]1[NH:6][c:7]1[cH:8][n:9][cH:10][cH:11][cH:12]1)[CH:24]([CH2:25][C:26]([CH3:27])([CH3:28])[CH3:29])[NH:30][C:31]([c:32]1[cH:33][c:34]([Cl:38])[cH:35][cH:36][cH:37]1)=[O:39]. Solvent: C(Cl)(Cl)Cl (chloroform). Procedure: 0.2 g of the 9,10-dihydroxy-octadecyl glycerol (III) was dissolved in a small volume of chloroform (0.5 ml) in a screw tube and 2 ml acetic anhydride added. The reaction mixture was placed in a water bath for 2 h at 60° C., then dried down under a nitrogen stream. The residue was redissolved in chloroform:methanol:water (1:2:0.8) (v/v/v) and separated into phases by the addition of the appropriate amounts of chloroform and water to a final ratio of 1:1:0.9 (v/v/v). The synthesized compound (IV) ... Reaction conditions: time 2 hour. The product is C(C)(=O)C(C(C(O)(CCCCCCCCC(C(CCCCCCCC)O)O)C(C)=O)(O)C(C)=O)(O)C(C)=O (Tetra-Acetyl-9,10-Dihydroxy-Octadecyl Glycerol). As a reaction SMILES: [OH:1][CH:2]([CH:17]([OH:26])[CH2:18][CH2:19][CH2:20][CH2:21][CH2:22][CH2:23][CH2:24][CH3:25])[CH2:3][CH2:4][CH2:5][CH2:6][CH2:7][CH2:8][CH2:9][CH2:10][CH:11]([CH:13]([CH2:15][OH:16])[OH:14])[OH:12].C(O[C:31](=[O:33])[CH3:32])(=O)C>C(Cl)(Cl)Cl>[C:2]([C:15]([C:31](=[O:33])[CH3:32])([OH:16])[C:13]([C:13](=[O:14])[CH3:15])([OH:14])[C:11]([C:11](=[O:12])[CH3:10])([CH2:10][CH2:9][CH2:8][CH2:7][CH2:6][CH2:5][CH2:4][CH2:3][CH:2]([OH:1])[CH:17]([OH:26])[CH2:18][CH2:19][CH2:20][CH2:21][CH2:22][CH2:23][CH2:24][CH3:25])[OH:12])(=[O:1])[CH3:3]. Reactants: OC(CCCCCCCCC(O)C(O)CO)C(CCCCCCCC)O (9,10-dihydroxy-octadecyl glycerol), C(C)(=O)OC(C)=O (acetic anhydride).